Dataset: the Open Reaction Database (ORD), a public repository of structured organic reaction records. Task: describe an organic reaction: reactants, conditions, products, and yield Reactants: [N+](=O)([O-])C1=CC=C(C=C1)C=CC1=CC=C(C=C1)O (4-nitro-4'-hydroxystilbene). The solvent is C(C)O (ethanol). Conditions: temperature 25 celsius, time 28.5 hour. Yields the product OC1=CC=C(C=C1)C=CC1=CC=C(C=C1)N (4-Hydroxy-4'-aminostilbene). RXN SMILES: [N+:1]([C:4]1[CH:9]=[CH:8][C:7]([CH:10]=[CH:11][C:12]2[CH:17]=[CH:16][C:15]([OH:18])=[CH:14][CH:13]=2)=[CH:6][CH:5]=1)([O-])=O>C(O)C>[OH:18][C:15]1[CH:14]=[CH:13][C:12]([CH:11]=[CH:10][C:7]2[CH:6]=[CH:5][C:4]([NH2:1])=[CH:9][CH:8]=2)=[CH:17][CH:16]=1. Procedure details: A portion (20.9 grams, 0.0866 mole) of 4-nitro-4'-hydroxystilbene from B. above and ethanol (300 mL) are added to a 400 milliliter heavy walled glass bottle then sparged with nitrogen. After removal of air by nitrogen sparging, Raney nickel catalyst (2.5 grams of a 50% wt. slurry in water at pH 10) is washed one time with ethanol, then added to the slurry in the glass bottle which is then stoppered and multiply purged with hydrogen to replace the nitrogen atmosphere. The bottle is then placed on... Reactants: [OH-].[Na+] (NaOH), COC(\C=C\C=1C=C2C(CC3(CN(C3)C(=O)OC(C)(C)C)OC2=CC1)=O)=O ((E)-3-[1′-tert-butoxycarbonyl-4-oxo-spiro(chromane-2,3′-azetidine)-6-yl]-acrylic acid methyl ester), COC(\C=C\C=1C=C2C(CC3(CN(C3)C(=O)OC(C)(C)C)OC2=CC1)=O)=O ((E)-3-[1′-tert-butoxycarbonyl-4-oxo-spiro(chromane-2,3′-azetidine)-6-yl]-acrylic acid methyl ester), Cl (HCl). Run in O (water), O1CCOCC1 (dioxane), O1CCOCC1 (dioxane). Run at time 5 hour. Yields the product C(C)(C)(C)OC(=O)N1CC2(C1)OC1=CC=C(C=C1C(C2)=O)/C=C/C(=O)O ((E)-3-[1′-tert-butoxycarbonyl-4-oxo-spiro(chromane-2,3′-azetidine)-6-yl]-acrylic acid). Isolated yield 99.7%. As a reaction SMILES: [OH-].[Na+].C[O:4][C:5](=[O:29])/[CH:6]=[CH:7]/[C:8]1[CH:9]=[C:10]2[C:25](=[CH:26][CH:27]=1)[O:24][C:13]1([CH2:16][N:15]([C:17]([O:19][C:20]([CH3:23])([CH3:22])[CH3:21])=[O:18])[CH2:14]1)[CH2:12][C:11]2=[O:28].Cl>O.O1CCOCC1>[C:20]([O:19][C:17]([N:15]1[CH2:14][C:13]2([CH2:12][C:11](=[O:28])[C:10]3[C:25](=[CH:26][CH:27]=[C:8](/[CH:7]=[CH:6]/[C:5]([OH:29])=[O:4])[CH:9]=3)[O:24]2)[CH2:16]1)=[O:18])([CH3:23])([CH3:21])[CH3:22] |f:0.1|. Reported procedure: 1 M NaOH (1.60 ml) was added to a solution of (E)-3-[1′-tert-butoxycarbonyl-4-oxo-spiro(chromane-2,3′-azetidine)-6-yl]-acrylic acid methyl ester (Intermediate 4, Step B, 450 mg, 1.20 mmol) in water (11 ml) and dioxane (22 ml). The mixture was stirred at RT for 5 h. Aqueous HCl 10% was added until reaching pH 7, dioxane was removed under vacuum and the residue was diluted with water. The aqueous layer was acidified to pH 5 with 10% aqueous HCl and the product was extracted with DCM (3×30 ml). The...